Dataset: the Open Reaction Database (ORD), a public repository of structured organic reaction records. Task: describe an organic reaction: reactants, conditions, products, and yield Starting materials: CO.C[O-].[Na+] (sodium methoxide methanol), BrC=1C=CC(=NC1)Cl (5-bromo-2-chloropyridine), O (water). Solvent: CO (methanol). Run at temperature 90 celsius, time 24 hour. Yields the product COC1=NC=C(C=C1)Br (2-methoxy-5-bromopyridine). The yield is 32.9%. As a reaction SMILES: [CH3:1][OH:2].C[O-].[Na+].[Br:6][C:7]1[CH:8]=[CH:9][C:10](Cl)=[N:11][CH:12]=1.O>CO>[CH3:1][O:2][C:10]1[CH:9]=[CH:8][C:7]([Br:6])=[CH:12][N:11]=1 |f:0.1.2|. Procedure details: A 0.5 M sodium methoxide methanol solution (NaOMe in MeOH, 10.4 mL, 5.19 mmol) was added to 5-bromo-2-chloropyridine (96, 500 mg, 2.59 mmol) dissolved in methanol (10 mL) at room temperature, stirred at 90° C. for 24 hours, followed by adding water. Organic compounds were extracted with ethyl acetate and evaporated after a treatment with sodium sulfate. Purification was performed by column chromatograph to give the target compound 2-methoxy-5-bromopyridine (97a, 160 mg, 33%). Reactants: C([O-])(O)=O.[Na+] (sodium bicarbonate), O1C(OCC1)C1=CC=C(C=C1)N (4-(1,3-dioxolan-2-yl)phenylamine), C(C)(C)N(C(C)C)CC (N,N-diisopropylethylamine), ClC(=O)C=1C=C(C=CC1)CNC(=O)CCN1CCC(CC1)OC(NC1=C(C=CC=C1)C1=CC=CC=C1)=O (biphenyl-2-ylcarbamic acid 1-{2-[(3-chlorocarbonylphenyl)methylcarbamoyl]ethyl}piperidin-4-yl ester). Solvent: C(Cl)Cl (DCM), C(Cl)Cl (DCM). Reaction conditions: time 1 hour. Yields the product O1C(OCC1)C1=CC=C(C=C1)NC(=O)C=1C=C(C=CC1)CNC(=O)CCN1CCC(CC1)OC(NC1=C(C=CC=C1)C1=CC=CC=C1)=O (Biphenyl-2-ylcarbamic Acid 1-(2-{[3-(4-(1,3-Dioxolan-2-yl)-phenylcarbamoyl)phenyl]methylcarbamoyl}ethyl)piperidin-4-yl Ester). Yield: 100.0%. RXN SMILES: [O:1]1[CH2:5][CH2:4][O:3][CH:2]1[C:6]1[CH:11]=[CH:10][C:9]([NH2:12])=[CH:8][CH:7]=1.C(N(CC)C(C)C)(C)C.Cl[C:23]([C:25]1[CH:26]=[C:27]([CH2:31][NH:32][C:33]([CH2:35][CH2:36][N:37]2[CH2:42][CH2:41][CH:40]([O:43][C:44](=[O:58])[NH:45][C:46]3[CH:51]=[CH:50][CH:49]=[CH:48][C:47]=3[C:52]3[CH:57]=[CH:56][CH:55]=[CH:54][CH:53]=3)[CH2:39][CH2:38]2)=[O:34])[CH:28]=[CH:29][CH:30]=1)=[O:24].C(=O)(O)[O-].[Na+]>C(Cl)Cl>[O:1]1[CH2:5][CH2:4][O:3][CH:2]1[C:6]1[CH:11]=[CH:10][C:9]([NH:12][C:23]([C:25]2[CH:26]=[C:27]([CH2:31][NH:32][C:33]([CH2:35][CH2:36][N:37]3[CH2:38][CH2:39][CH:40]([O:43][C:44](=[O:58])[NH:45][C:46]4[CH:51]=[CH:50][CH:49]=[CH:48][C:47]=4[C:52]4[CH:57]=[CH:56][CH:55]=[CH:54][CH:53]=4)[CH2:41][CH2:42]3)=[O:34])[CH:28]=[CH:29][CH:30]=2)=[O:24])=[CH:8][CH:7]=1 |f:3.4|. Reported procedure: To a stirred solution of 4-(1,3-dioxolan-2-yl)phenylamine (0.0826 g, 0.500 mmol) and N,N-diisopropylethylamine (348 μL, 2.00 mmol) in DCM (2.0 mL) at room temperature was added a solution of biphenyl-2-ylcarbamic acid 1-{2-[(3-chlorocarbonylphenyl)methylcarbamoyl]ethyl}piperidin-4-yl ester (0.260 g, 0.500 mmol) in DCM (1.0 mL). The resulting mixture was stirred at room temperature for 1 h. LC-MS (Method 10-90) showed product was present (Rt 3.41 min; m/z 649.4 [M+H]+. Saturated aqueous sodium bi... Yields the product Cl, COC(=O)NC(=S)Nc1ccc(SC#N)cc1NC(=O)CN(C)C. RXN SMILES: [CH3:20][N:21]([CH2:22][C:23](=[O:24])[Cl:25])[CH3:26].[Cl:27][CH2:28][Cl:29].[ClH:19].[NH2:1][c:2]1[c:3]([NH:11][C:12](=[S:13])[NH:14][C:15](=[O:16])[O:17][CH3:18])[cH:4][cH:5][c:6]([S:8][C:9]#[N:10])[cH:7]1>>[ClH:25].[NH:1]([c:2]1[c:3]([NH:11][C:12](=[S:13])[NH:14][C:15](=[O:16])[O:17][CH3:18])[cH:4][cH:5][c:6]([S:8][C:9]#[N:10])[cH:7]1)[C:23]([CH2:22][N:21]([CH3:20])[CH3:26])=[O:24]. Reactants: CN(C)CC(=O)Cl, ClCCl, Cl, COC(=O)NC(=S)Nc1ccc(SC#N)cc1N. The reactants are C(=O)(OC(C)(C)C)NC=1C=C2C=C(NC2=CC1)C (5-(N-Boc-amino)-2-methylindole), C(C)OC=1C=C2C(=C(NC2=CC1)C)C=O (5-ethoxy-2-methylindole-3-carboxaldehyde), substituted indole. Run at time 4 hour. Product: C(=O)(OC(C)(C)C)NC=1C=C2C(=C(NC2=CC1)C)C=O (5-(N-Boc-amino)-2-methylindole-3-carboxaldehyde). Isolated yield 36.0%. RXN SMILES: [C:1]([NH:8][C:9]1[CH:10]=[C:11]2[C:15](=[CH:16][CH:17]=1)[NH:14][C:13]([CH3:18])=[CH:12]2)([O:3][C:4]([CH3:7])([CH3:6])[CH3:5])=[O:2].[CH2:19]([O:21]C1C=C2C(=CC=1)NC(C)=C2C=O)C>>[C:1]([NH:8][C:9]1[CH:10]=[C:11]2[C:15](=[CH:16][CH:17]=1)[NH:14][C:13]([CH3:18])=[C:12]2[CH:19]=[O:21])([O:3][C:4]([CH3:7])([CH3:6])[CH3:5])=[O:2]. Procedure: This compound was prepared from 412 (615 mg, 2.24 mmol) in a manner similar to that for 409a except for after the drop-wise addition of substituted indole, the solution was stirred for 4 h to provide an orange precipitate. The precipitate was further purified by chromatography (isocratic 5% MeOH/DCM) to yield a white solid (250 mg, 36%): mp 201-203° C. TLC Rf 0.33 (75% EtOAc/hexanes). 1H NMR (600 MHz, d6-DMSO) δ 9.70 (s, 1H), 8.08 (s, 1H), 7.26-7.24 (m, 2H), 2.69 (s, 3H), 1.52 (s, 9H). 13C NMR (... Reactants: C1CC12CCC(CC2)=O (spiro[2.5]octan-6-one), (HCHO)n, Cl.CNC (dimethylamine hydrochloride), Cl (HCl), C(=O)([O-])[O-].[K+].[K+] (K2CO3). Run in CC#N (MeCN). The product is CN(C)CC1CC2(CC2)CCC1=O (5-Dimethylaminomethyl-spiro[2.5]octan-6-one). Isolated yield 38.4%. RXN SMILES: [CH2:1]1[C:3]2([CH2:8][CH2:7][C:6](=[O:9])[CH2:5][CH2:4]2)[CH2:2]1.Cl.[CH3:11][NH:12][CH3:13].Cl.[C:15]([O-])([O-])=O.[K+].[K+]>CC#N>[CH3:11][N:12]([CH2:15][CH:7]1[C:6](=[O:9])[CH2:5][CH2:4][C:3]2([CH2:2][CH2:1]2)[CH2:8]1)[CH3:13] |f:1.2,4.5.6|. Procedure: Stir a mixture of spiro[2.5]octan-6-one (252 mg, 2.03 mmol), (HCHO)n (61 mg, 2.03 mmol), dimethylamine hydrochloride (166 mg, 2.03 mmol) and 0.3 mL of conc. HCl in MeCN (30 mL) at 60° C. for 6 hours. Quench the reaction with saturated aqueous NH4Cl solution (15 mL). Basify the aqueous solution with K2CO3 to pH=9. Extract the aqueous mixture with EtOAc (30 mL×2). The combined organic layers are washed with brine (15 mL), dried over Na2SO4, filtered, and concentrated under vacuum. Purify the resid... Starting materials: O=C1CCC(c2cccc(Cl)c2)C(c2ccc(Cl)cc2)N1, COc1ccc(CCl)c(OC)c1, [H-], [Na+], CN(C)C=O, O, c1ccccc1. The product is COc1ccc(CN2C(=O)CCC(c3cccc(Cl)c3)C2c2ccc(Cl)cc2)c(OC)c1. Reaction SMILES: [Cl:1][c:2]1[cH:3][c:4]([CH:8]2[CH2:9][CH2:10][C:11](=[O:21])[NH:12][CH:13]2[c:14]2[cH:15][cH:16][c:17]([Cl:20])[cH:18][cH:19]2)[cH:5][cH:6][cH:7]1.[Cl:24][CH2:25][c:26]1[c:27]([O:34][CH3:35])[cH:28][c:29]([O:32][CH3:33])[cH:30][cH:31]1.[H-:23].[Na+:22].[O:37]=[CH:38][N:39]([CH3:40])[CH3:41].[OH2:36].[cH:42]1[cH:43][cH:44][cH:45][cH:46][cH:47]1>>[Cl:1][c:2]1[cH:3][c:4]([CH:8]2[CH2:9][CH2:10][C:11](=[O:21])[N:12]([CH2:25][c:26]3[c:27]([O:34][CH3:35])[cH:28][c:29]([O:32][CH3:33])[cH:30][cH:31]3)[CH:13]2[c:14]2[cH:15][cH:16][c:17]([Cl:20])[cH:18][cH:19]2)[cH:5][cH:6][cH:7]1.